This data is from the Open Reaction Database (ORD), a public repository of structured organic reaction records. The task is: describe an organic reaction: reactants, conditions, products, and yield Procedure: A 19:6:75 mole ratio poly(vinyl acetate/acrylic acid/methyl acrylate) was synthesized in the following manner. In a liter polymerization flask fitted with baffles, 295.0 g of deionized water, 10.34 of nonylphenol ethoxylate sulfate ammonium salt (58% solution), available from Rhone-Poulenc of Cranbury, N.J., 9.02 g of sodium dodecyl benzene sulfonate (23% solution) available from Rhone-Poulenc of Cranbury, N.J., 2.0 of EO-PO block copolymer available from BASF, Mt. Olive, N.J. were taken and a s... Reaction conditions: temperature 10 celsius. Product: C(C)(=O)OC=C.C(C=C)(=O)O.C(C=C)(=O)OC (vinyl acetate acrylic acid methyl acrylate). The reactants are nonylphenol ethoxylate sulfate ammonium salt, C1(=CC=CC=C1)S(=O)(=O)OCCCCCCCCCCCC.[Na] (sodium dodecyl benzene sulfonate), C(C)(=O)OC=C (vinyl acetate). The solvent is O (water). As a reaction SMILES: [C:1]1(S([O:10][CH2:11][CH2:12][CH2:13]CCCCCCCCC)(=O)=O)C=CC=CC=1.[Na].[C:24]([O:27][CH:28]=[CH2:29])(=[O:26])[CH3:25]>O>[C:24]([O:27][CH:28]=[CH2:29])(=[O:26])[CH3:25].[C:11]([OH:26])(=[O:10])[CH:12]=[CH2:13].[C:24]([O:27][CH3:28])(=[O:26])[CH:25]=[CH2:1] |f:0.1,4.5.6,^1:22|. Starting materials: ClC1=NC=2C=CC=CC2C2=C1N=CN2CC(=C)C (4-chloro-1-(2-methyl-2-propenyl)-1H-imidazo[4,5-c]quinoline), N (ammonia). Yields the product CC(CN1C=NC=2C(=NC=3C=CC=CC3C21)N)=C (1-(2-methyl-2-propenyl)-1H-imidazo[4,5-c]quinolin-4-amine). Reaction SMILES: Cl[C:2]1[C:11]2[N:12]=[CH:13][N:14]([CH2:15][C:16]([CH3:18])=[CH2:17])[C:10]=2[C:9]2[CH:8]=[CH:7][CH:6]=[CH:5][C:4]=2[N:3]=1.[NH3:19]>>[CH3:18][C:16](=[CH2:17])[CH2:15][N:14]1[C:10]2[C:9]3[CH:8]=[CH:7][CH:6]=[CH:5][C:4]=3[N:3]=[C:2]([NH2:19])[C:11]=2[N:12]=[CH:13]1. Procedure: The product 4-chloro-1-(2-methyl-2-propenyl)-1H-imidazo[4,5-c]quinoline from above was reacted with 18% methanolic ammonia as described in Example 10 below to yield a solid. The solid was extracted with hot ethanol, leaving an insoluble residue. The extracts were concentrated to about 20% of their original volume to provide white solid product, 1-(2-methyl-2-propenyl)-1H-imidazo[4,5-c]quinolin-4-amine, m.p. 290°-294° C. Analysis: Calculated for C14H14N4 : %C, 70.6; %H, 5.9; %N, 23.5; Found: %C, ... Reactants: CCO, COc1ccccc1Oc1cccc2c1NC(=O)C2SC. The product is COc1ccccc1Oc1cccc2c1NC(=O)C2. As a reaction SMILES: [CH3:22][CH2:23][OH:24].[O:1]=[C:2]1[NH:3][c:4]2[c:5]([O:13][c:14]3[c:15]([O:20][CH3:21])[cH:16][cH:17][cH:18][cH:19]3)[cH:6][cH:7][cH:8][c:9]2[CH:10]1[S:11][CH3:12]>>[O:1]=[C:2]1[NH:3][c:4]2[c:5]([O:13][c:14]3[c:15]([O:20][CH3:21])[cH:16][cH:17][cH:18][cH:19]3)[cH:6][cH:7][cH:8][c:9]2[CH2:10]1. As a reaction SMILES: [C:28]([NH:31][c:29]1[cH:30][cH:32][c:33]([S:34]([N:35]=[N+:36]=[N-:37])(=[O:38])=[O:39])[cH:40][cH:41]1)(=[O:42])[CH3:43].[CH2:44]1[O:45][CH2:46][CH2:47][CH2:48]1.[Cl:1][c:2]1[c:3]([C:23]([C:24]#[N:25])([CH3:26])[CH3:27])[cH:4][cH:5][c:6]([CH2:8][CH2:9][C:10]2([CH:18]3[CH2:19][CH2:20][CH2:21][CH2:22]3)[O:11][C:12](=[O:17])[CH2:13][C:14](=[O:16])[CH2:15]2)[cH:7]1>>[Cl:1][c:2]1[c:3]([C:23]([C:24]#[N:25])([CH3:26])[CH3:27])[cH:4][cH:5][c:6]([CH2:8][CH2:9][C:10]2([CH:18]3[CH2:19][CH2:20][CH2:21][CH2:22]3)[O:11][C:12](=[O:17])[C:13](=[NH:31])[C:14](=[O:16])[CH2:15]2)[cH:7]1. The reactants are CC(=O)Nc1ccc(S(=O)(=O)N=[N+]=[N-])cc1, C1CCOC1, CC(C)(C#N)c1ccc(CCC2(C3CCCC3)CC(=O)CC(=O)O2)cc1Cl. The product is CC(C)(C#N)c1ccc(CCC2(C3CCCC3)CC(=O)C(=N)C(=O)O2)cc1Cl. Reactants: ClC1=NC=C(C=C1C)[N+](=O)[O-] (2-chloro-3-methyl-5-nitropyridine), FC1=C(C=CC(=C1)F)B(O)O (2,4-difluorobenzeneboronic acid), C(=O)([O-])[O-].[Cs+].[Cs+] (Cs2CO3). The reagents and catalysts are C=1C=CC(=CC1)[P](C=2C=CC=CC2)(C=3C=CC=CC3)[Pd]([P](C=4C=CC=CC4)(C=5C=CC=CC5)C=6C=CC=CC6)([P](C=7C=CC=CC7)(C=8C=CC=CC8)C=9C=CC=CC9)[P](C=1C=CC=CC1)(C=1C=CC=CC1)C=1C=CC=CC1 (tetrakis(triphenylphosphine)palladium(0)). The solvent is CN(C)C=O (DMF). Conditions: temperature 100 celsius. The product is FC1=C(C=CC(=C1)F)C1=NC=C(C=C1C)[N+](=O)[O-] (2-(2,4-difluorophenyl)-3-methyl-5-nitropyridine). Reaction SMILES: Cl[C:2]1[C:7]([CH3:8])=[CH:6][C:5]([N+:9]([O-:11])=[O:10])=[CH:4][N:3]=1.[F:12][C:13]1[CH:18]=[C:17]([F:19])[CH:16]=[CH:15][C:14]=1B(O)O.C([O-])([O-])=O.[Cs+].[Cs+]>CN(C=O)C.C1C=CC([P]([Pd]([P](C2C=CC=CC=2)(C2C=CC=CC=2)C2C=CC=CC=2)([P](C2C=CC=CC=2)(C2C=CC=CC=2)C2C=CC=CC=2)[P](C2C=CC=CC=2)(C2C=CC=CC=2)C2C=CC=CC=2)(C2C=CC=CC=2)C2C=CC=CC=2)=CC=1>[F:12][C:13]1[CH:18]=[C:17]([F:19])[CH:16]=[CH:15][C:14]=1[C:2]1[C:7]([CH3:8])=[CH:6][C:5]([N+:9]([O-:11])=[O:10])=[CH:4][N:3]=1 |f:2.3.4,^1:37,39,58,77|. Reported procedure: To a stirred solution of 2-chloro-3-methyl-5-nitropyridine (prepared according to the procedure of Hawkins and Roe, J. Am. Chem. Soc., page 330, 1948) (17.6 g, 102 mmol, 1 eq.) in DMF (220 mL) was added 2,4-difluorobenzeneboronic acid (16.16 g, 102 mmol, 1 eq.) followed by Cs2CO3 (41.1 g, 122.7 mmol, 1.2 eq). The mixture was degassed with argon. To the mixture was added tetrakis(triphenylphosphine)palladium(0) (2.5 g, 2 mmol, 0.02 eq). The mixture was degassed with argon and then heated to 100° ... The reactants are BrC1=C2C=CC(=NC2=C(C(=C1)Br)OC)C (5,7-dibromo-2-methyl-8-methoxyquinoline), C(C1=CC=CC=C1)=O (benzaldehyde). The solvent is CO (Methanol). Product: BrC1=C2C=CC(=NC2=C(C(=C1)Br)OC)C=CC1=CC=CC=C1 (5,7-Dibromo-8-methoxy-2-(2-phenylethenyl)quinoline). Yield: 83.4%. Reaction SMILES: [Br:1][C:2]1[CH:11]=[C:10]([Br:12])[C:9]([O:13][CH3:14])=[C:8]2[C:3]=1[CH:4]=[CH:5][C:6]([CH3:15])=[N:7]2.[CH:16](=O)[C:17]1[CH:22]=[CH:21][CH:20]=[CH:19][CH:18]=1>CO>[Br:1][C:2]1[CH:11]=[C:10]([Br:12])[C:9]([O:13][CH3:14])=[C:8]2[C:3]=1[CH:4]=[CH:5][C:6]([CH:15]=[CH:16][C:17]1[CH:22]=[CH:21][CH:20]=[CH:19][CH:18]=1)=[N:7]2. Procedure details: A mixture of 5,7-dibromo-2-methyl-8-methoxyquinoline (10.29 g) and benzaldehyde (15.84 g) is heated at reflux for 18 hrs. Upon cooling to room temperature, a precipitate forms. Methanol is added, and the reaction mixture is sonicated. The solid material is then collected by filtration. Crystallization from hot absolute ethanol yields 10.872 g of the title compound as a yellow solid. Starting materials: CC(C)(C)[Si](C)(C)Oc1ccc2oc(=O)[nH]c2c1, CN(C)C=O, CCOC(C)=O, [H-], CI, [Na+], O. The product is Cn1c(=O)oc2ccc(O[Si](C)(C)C(C)(C)C)cc21. As a reaction SMILES: [C:1]([CH3:2])([CH3:3])([CH3:4])[Si:5]([O:6][c:7]1[cH:8][cH:9][c:10]2[c:11]([nH:12][c:13](=[O:15])[o:14]2)[cH:16]1)([CH3:17])[CH3:18].[CH3:23][N:24]([CH3:25])[CH:26]=[O:27].[CH3:29][CH2:30][O:31][C:32](=[O:33])[CH3:34].[H-:19].[I:21][CH3:22].[Na+:20].[OH2:28]>>[C:1]([CH3:2])([CH3:3])([CH3:4])[Si:5]([O:6][c:7]1[cH:8][cH:9][c:10]2[c:11]([n:12]([CH3:22])[c:13](=[O:15])[o:14]2)[cH:16]1)([CH3:17])[CH3:18].